From a dataset of the Open Reaction Database (ORD), a public repository of structured organic reaction records. describe an organic reaction: reactants, conditions, products, and yield Yields the product O=C1CN(C(=O)OCc2ccccc2)C=CN1CC1(O)CCN(c2ccncc2)CC1. Starting materials: CC(C)(C)O, O=C1CN(C(=O)OCc2ccccc2)C=CN1, CC(C)(C)[O-], CS(C)=O, C[S+](C)(C)=O, [H-], [I-], [K+], [Na+], O=C1CCN(c2ccncc2)CC1. RXN SMILES: [C:49]([OH:50])([CH3:51])([CH3:52])[CH3:53].[CH2:22]([c:23]1[cH:24][cH:25][cH:26][cH:27][cH:28]1)[O:29][C:30](=[O:31])[N:32]1[CH2:33][C:34](=[O:38])[NH:35][CH:36]=[CH:37]1.[CH3:39][C:40]([CH3:41])([O-:42])[CH3:43].[CH3:45][S:46]([CH3:47])=[O:48].[CH3:4][S+:5]([CH3:6])([CH3:7])=[O:8].[H-:1].[I-:3].[K+:44].[Na+:2].[n:9]1[cH:10][cH:11][c:12]([N:15]2[CH2:16][CH2:17][C:18](=[O:21])[CH2:19][CH2:20]2)[cH:13][cH:14]1>>[n:9]1[cH:10][cH:11][c:12]([N:15]2[CH2:16][CH2:17][C:18]([OH:21])([CH2:39][N:35]3[C:34](=[O:38])[CH2:33][N:32]([C:30]([O:29][CH2:22][c:23]4[cH:24][cH:25][cH:26][cH:27][cH:28]4)=[O:31])[CH:37]=[CH:36]3)[CH2:19][CH2:20]2)[cH:13][cH:14]1. Reactants: CC(C)(O[Si](C)(C)C(C)(C)C)C1CCC(O)CC1, CCCc1nc(CC)n(-c2ccc(O)cc2)c(=O)c1Cc1ccc(-c2ccccc2C#N)cc1, CCOC(C)=O, CC(C)OC(=O)N=NC(=O)OC(C)C, C1CCOC1, O, c1ccc(P(c2ccccc2)c2ccccc2)cc1. Yields the product CCCc1nc(CC)n(-c2ccc(OC3CCC(C(C)(C)O[Si](C)(C)C(C)(C)C)CC3)cc2)c(=O)c1Cc1ccc(-c2ccccc2C#N)cc1. Reaction SMILES: [C:35]([CH3:36])([CH3:37])([CH3:38])[Si:39]([O:40][C:41]([CH3:42])([CH3:43])[CH:44]1[CH2:45][CH2:46][CH:47]([OH:50])[CH2:48][CH2:49]1)([CH3:51])[CH3:52].[CH2:1]([CH3:2])[c:3]1[n:4](-[c:28]2[cH:29][cH:30][c:31]([OH:34])[cH:32][cH:33]2)[c:5](=[O:27])[c:6]([CH2:12][c:13]2[cH:14][cH:15][c:16](-[c:19]3[c:20]([C:25]#[N:26])[cH:21][cH:22][cH:23][cH:24]3)[cH:17][cH:18]2)[c:7]([CH2:9][CH2:10][CH3:11])[n:8]1.[CH3:92][CH2:93][O:94][C:95](=[O:96])[CH3:97].[O:72]=[C:73]([O:74][CH:75]([CH3:76])[CH3:77])[N:78]=[N:79][C:80]([O:81][CH:82]([CH3:83])[CH3:84])=[O:85].[O:86]1[CH2:87][CH2:88][CH2:89][CH2:90]1.[OH2:91].[c:53]1([P:54]([c:55]2[cH:56][cH:57][cH:58][cH:59][cH:60]2)[c:61]2[cH:62][cH:63][cH:64][cH:65][cH:66]2)[cH:67][cH:68][cH:69][cH:70][cH:71]1>>[CH2:1]([CH3:2])[c:3]1[n:4](-[c:28]2[cH:29][cH:30][c:31]([O:34][CH:47]3[CH2:46][CH2:45][CH:44]([C:41]([O:40][Si:39]([C:35]([CH3:36])([CH3:37])[CH3:38])([CH3:51])[CH3:52])([CH3:42])[CH3:43])[CH2:49][CH2:48]3)[cH:32][cH:33]2)[c:5](=[O:27])[c:6]([CH2:12][c:13]2[cH:14][cH:15][c:16](-[c:19]3[c:20]([C:25]#[N:26])[cH:21][cH:22][cH:23][cH:24]3)[cH:17][cH:18]2)[c:7]([CH2:9][CH2:10][CH3:11])[n:8]1. The reactants are COC1=CC=C2N=CC(NC2=C1)=O (7-methoxyquinoxalin-2(1H)-one), [H-].[Na+] (sodium hydride), [H-].[Na+] (sodium hydride), CS(=O)(=O)OCCCC1(CCN(CC1)C(=O)OC(C)(C)C)C(=O)OCC (1-tert-butyl 4-ethyl 4-(3-((methanesulfonyl)oxy)propyl)piperidine-1,4-dicarboxylate). Run in CN(C=O)C (N,N-dimethylformamide), C1(=CC=CC=C1)C (toluene), CN(C=O)C (N,N-dimethylformamide), O (water), C(C)(=O)OCC (ethyl acetate). Reaction conditions: temperature 60 celsius, time 30 minute. The product is COC1=CC=C2N=CC(N(C2=C1)CCCC1(CCN(CC1)C(=O)OC(C)(C)C)C(=O)OCC)=O (1-tert-butyl 4-ethyl 4-(3-(7-methoxy-2-oxo-1,2-dihydroquinoxalin-1-yl)propyl)piperidine-1,4-dicarboxylate). As a reaction SMILES: [CH3:1][O:2][C:3]1[CH:12]=[C:11]2[C:6]([N:7]=[CH:8][C:9](=[O:13])[NH:10]2)=[CH:5][CH:4]=1.[H-].[Na+].CS(O[CH2:21][CH2:22][CH2:23][C:24]1([C:37]([O:39][CH2:40][CH3:41])=[O:38])[CH2:29][CH2:28][N:27]([C:30]([O:32][C:33]([CH3:36])([CH3:35])[CH3:34])=[O:31])[CH2:26][CH2:25]1)(=O)=O>O.C(OCC)(=O)C.CN(C)C=O.C1(C)C=CC=CC=1>[CH3:1][O:2][C:3]1[CH:12]=[C:11]2[C:6]([N:7]=[CH:8][C:9](=[O:13])[N:10]2[CH2:21][CH2:22][CH2:23][C:24]2([C:37]([O:39][CH2:40][CH3:41])=[O:38])[CH2:29][CH2:28][N:27]([C:30]([O:32][C:33]([CH3:34])([CH3:35])[CH3:36])=[O:31])[CH2:26][CH2:25]2)=[CH:5][CH:4]=1 |f:1.2|. Reported procedure: 10 mL of an N,N-dimethylformamide solution containing 1.0 g of 7-methoxyquinoxalin-2(1H)-one was subjected to azeotropic dehydration with toluene, then 0.24 g of 60% sodium hydride was added thereto at room temperature, and the mixture was stirred at 60° C. for 30 minutes. Thereto was added 2 mL of an N,N-dimethylformamide solution containing 2.3 g of 1-tert-butyl 4-ethyl 4-(3-((methanesulfonyl)oxy)propyl)piperidine-1,4-dicarboxylate, and the mixture was stirred at the same temperature for 6 hou... The reactants are OC1=NC2=C(C3=CC=CC=C13)OC1=C2C=C(C=C1)Cl (5-hydroxyl-8-chloro-benzofuro[3,2-c]isoquinoline), ClC1=CC=C2C3=C(N=C(C2=C1)O)C1=C(O3)C=CC=C1 (3-chloro-benzofuro[3,2-c]isoquinoline-5-ol). Product: ClC1=NC2=C(C3=CC=CC=C13)OC1=C2C=C(C=C1)Cl (5,8-dichloro-benzofuro[3,2-c]isoquinoline). Reaction SMILES: O[C:2]1[C:11]2[C:6](=[CH:7][CH:8]=[CH:9][CH:10]=2)[C:5]2[O:12][C:13]3[CH:18]=[CH:17][C:16]([Cl:19])=[CH:15][C:14]=3[C:4]=2[N:3]=1.[Cl:20]C1C=C2C(C3OC4C=CC=CC=4C=3N=C2O)=CC=1>>[Cl:20][C:2]1[C:11]2[C:6](=[CH:7][CH:8]=[CH:9][CH:10]=2)[C:5]2[O:12][C:13]3[CH:18]=[CH:17][C:16]([Cl:19])=[CH:15][C:14]=3[C:4]=2[N:3]=1. Procedure: The procedure was similar to step S19C, while the starting material was 24B in stead of 19B. The reactants are N1=C(C=CC=C1)C1=CC(=CS1)C=O (5-(2-pyridinyl)-3-thiophenecarboxaldehyde), N1(N=CC=C1)C1=CC=C(C=O)C=C1 (4-(1H-pyrazol-1-yl)-benzaldehyde). The product is N1=C(C=CC=C1)C1=CC(=CS1)/C=C/C=O ((2E)-3-[5-(2-pyridinyl)-3-thienyl]-2-propenal). Reaction SMILES: [N:1]1[CH:6]=[CH:5][CH:4]=[CH:3][C:2]=1[C:7]1[S:11][CH:10]=[C:9]([CH:12]=O)[CH:8]=1.N1(C2C=C[C:22]([CH:23]=[O:24])=CC=2)C=CC=N1>>[N:1]1[CH:6]=[CH:5][CH:4]=[CH:3][C:2]=1[C:7]1[S:11][CH:10]=[C:9](/[CH:12]=[CH:22]/[CH:23]=[O:24])[CH:8]=1. Procedure: The title compound is prepared by a procedure analogous to Reference Example 30 by substituting 5-(2-pyridinyl)-3-thiophenecarboxaldehyde (prepared as described in Reference Example 94) or the 4-(1H-pyrazol-1-yl)-benzaldehyde of Reference Example 30. MS 216 (M+H)+. Reactants: BrC1=C(C(=O)OC(C)C)C=C(C(=C1)Cl)NC(=O)N (isopropyl 2-bromo-4-chloro-5-ureidobenzoate), CCOC(=O)C1CCCC1=O (ethyl cyclopentanone-2-carboxylate). Solvent: C1(=CC=CC=C1)C (toluene). Product: BrC1=C(C(=O)OC(C)C)C=C(C(=C1)Cl)NC(=O)NC1=C(CCC1)C(=O)OCC (isopropyl 2-bromo-4-chloro-5-{3-[2-(ethoxycarbonyl)-1-cyclopenten-1-yl]ureido}-benzoate). RXN SMILES: [Br:1][C:2]1[CH:13]=[C:12]([Cl:14])[C:11]([NH:15][C:16]([NH2:18])=[O:17])=[CH:10][C:3]=1[C:4]([O:6][CH:7]([CH3:9])[CH3:8])=[O:5].[CH3:19][CH2:20][O:21][C:22]([CH:24]1[C:28](=O)[CH2:27][CH2:26][CH2:25]1)=[O:23]>C1(C)C=CC=CC=1>[Br:1][C:2]1[CH:13]=[C:12]([Cl:14])[C:11]([NH:15][C:16]([NH:18][C:25]2[CH2:26][CH2:27][CH2:28][C:24]=2[C:22]([O:21][CH2:20][CH3:19])=[O:23])=[O:17])=[CH:10][C:3]=1[C:4]([O:6][CH:7]([CH3:9])[CH3:8])=[O:5]. Procedure: using isopropyl 2-bromo-4-chloro-5-ureidobenzoate and ethyl cyclopentanone-2-carboxylate in toluene there is obtained isopropyl 2-bromo-4-chloro-5-{3-[2-(ethoxycarbonyl)-1-cyclopenten-1-yl]ureido}-benzoate, m.p. 131°-132° C., Starting materials: C(C)(=O)OCC1=NC2=CC3=C(C=C2C(N1COC(C(C)(C)C)=O)=O)C(CC3)=O (2-Acetoxymethyl-3-pivaloyloxymethyl-3,4,7,8-tetrahydro-6H-cyclopenta[g]quinazolin-4,6-dione), [B][B][B][B][B][B][B][B][B][B] (decaborane), ClCCl (dichoromethane), NC1=CC=C(C(=O)OC(C)(C)C)C=C1 (Tert-butyl 4-aminobenzoate). The solvent is CO (methanol). Conditions: time 8 hour. Product: C(C)(=O)OCC1=NC2=CC3=C(C=C2C(N1COC(C(C)(C)C)=O)=O)C(CC3)NC3=CC=C(C(=O)OC(C)(C)C)C=C3 (tert-Butyl 4-[N-[2-Acetoxymethyl-4-oxo-3-pivaloyloxymethyl-3,4,7,8-tetrahydro-6H-cyclopenta[g]quinazolin-6-yl]amino]benzoate). Isolated yield 62.6%. RXN SMILES: [C:1]([O:4][CH2:5][C:6]1[N:15]([CH2:16][O:17][C:18](=[O:23])[C:19]([CH3:22])([CH3:21])[CH3:20])[C:14](=[O:24])[C:13]2[C:8](=[CH:9][C:10]3[CH2:27][CH2:26][C:25](=O)[C:11]=3[CH:12]=2)[N:7]=1)(=[O:3])[CH3:2].ClCCl.[NH2:32][C:33]1[CH:45]=[CH:44][C:36]([C:37]([O:39][C:40]([CH3:43])([CH3:42])[CH3:41])=[O:38])=[CH:35][CH:34]=1.[B][B][B][B][B][B][B][B][B][B]>CO>[C:1]([O:4][CH2:5][C:6]1[N:15]([CH2:16][O:17][C:18](=[O:23])[C:19]([CH3:22])([CH3:21])[CH3:20])[C:14](=[O:24])[C:13]2[C:8](=[CH:9][C:10]3[CH2:27][CH2:26][CH:25]([NH:32][C:33]4[CH:45]=[CH:44][C:36]([C:37]([O:39][C:40]([CH3:41])([CH3:42])[CH3:43])=[O:38])=[CH:35][CH:34]=4)[C:11]=3[CH:12]=2)[N:7]=1)(=[O:3])[CH3:2] |^3:45,54,^1:46,47,48,49,50,51,52,53|. Procedure details: 2-Acetoxymethyl-3-pivaloyloxymethyl-3,4,7,8-tetrahydro-6H-cyclopenta[g]quinazolin-4,6-dione (0.140 g, 0.36 mmol) was suspended in anhydrous methanol (8 ml) and then anhydrous dichoromethane (4 ml) was added until a clear solution was obtained. Tert-butyl 4-aminobenzoate (0.084 g, 0.44 mmol) was then added followed by decaborane (0.014 g, 0.12 mmol). The reaction mixture was stirred overnight at room temperature under argon. The solvent was removed in vaciio, and the residue was purified by colum...